From a dataset of the Open Reaction Database (ORD), a public repository of structured organic reaction records. describe an organic reaction: reactants, conditions, products, and yield The reactants are [I-], [Na+], O=C=NC1CCCCC1, Cc1ccc(C)c(N2CCN(C(=O)C3CN3S(=O)(=O)c3ccccc3)CC2)c1. Yields the product Cc1ccc(C)c(N2CCN(C(=O)C3CN(S(=O)(=O)c4ccccc4)C(=O)N3C3CCCCC3)CC2)c1. As a reaction SMILES: [I-:30].[Na+:29].[O:31]=[C:32]=[N:33][CH:34]1[CH2:35][CH2:36][CH2:37][CH2:38][CH2:39]1.[c:1]1([S:7](=[O:8])(=[O:9])[N:10]2[CH:11]([C:13](=[O:14])[N:15]3[CH2:16][CH2:17][N:18]([c:21]4[c:22]([CH3:28])[cH:23][cH:24][c:25]([CH3:27])[cH:26]4)[CH2:19][CH2:20]3)[CH2:12]2)[cH:2][cH:3][cH:4][cH:5][cH:6]1>>[c:1]1([S:7](=[O:8])(=[O:9])[N:10]2[CH2:12][CH:11]([C:13](=[O:14])[N:15]3[CH2:16][CH2:17][N:18]([c:21]4[c:22]([CH3:28])[cH:23][cH:24][c:25]([CH3:27])[cH:26]4)[CH2:19][CH2:20]3)[N:33]([CH:34]3[CH2:35][CH2:36][CH2:37][CH2:38][CH2:39]3)[C:32]2=[O:31])[cH:2][cH:3][cH:4][cH:5][cH:6]1. Reactants: Br.COC=1C=CC=2C=3N(C(=NC2C1)N)CCN3 (8-methoxy-2,3-dihydroimidazo[1,2-c]quinazolin-5-amine hydrobromide), Br.COC=1C=CC=2C=3N(C(=NC2C1)N)CCN3 (8-methoxy-2,3-dihydroimidazo[1,2-c]quinazolin-5-amine hydrobromide), CC=1SC(=C(N1)C)C(=O)O (2,4-dimethyl-1,3-thiazole-5-carboxylic acid). Yields the product COC=1C=CC=2C=3N(C(=NC2C1)NC(=O)C1=C(N=C(S1)C)C)CCN3 (N-(8-methoxy-2,3-dihydroimidazo[1,2-c]quinazolin-5-yl)-2,4-dimethyl-1,3-thiazole-5-carboxamide). Reaction SMILES: Br.[CH3:2][O:3][C:4]1[CH:5]=[CH:6][C:7]2[C:8]3[N:9]([CH2:15][CH2:16][N:17]=3)[C:10]([NH2:14])=[N:11][C:12]=2[CH:13]=1.[CH3:18][C:19]1[S:20][C:21]([C:25](O)=[O:26])=[C:22]([CH3:24])[N:23]=1>>[CH3:2][O:3][C:4]1[CH:5]=[CH:6][C:7]2[C:8]3[N:9]([CH2:15][CH2:16][N:17]=3)[C:10]([NH:14][C:25]([C:21]3[S:20][C:19]([CH3:18])=[N:23][C:22]=3[CH3:24])=[O:26])=[N:11][C:12]=2[CH:13]=1 |f:0.1|. Procedure details: The procedure used for the preparation of Example 16, Step 2 was used to prepare the title compound from 8-methoxy-2,3-dihydroimidazo[1,2-c]quinazolin-5-amine hydrobromide (Intermediate I, Step 3) and 2,4-dimethyl-1,3-thiazole-5-carboxylic acid as white solid (4.26 g, 77%): HPLC MS RT=2.05 min, MH+=356.1;